Dataset: the Open Reaction Database (ORD), a public repository of structured organic reaction records. Task: describe an organic reaction: reactants, conditions, products, and yield Starting materials: C1(=CC=C(C=C1)O)C1=CC=C(C=C1)O (4,4′-biphenyldiol). The reagents and catalysts are [Pd] (palladium on activated carbon). Run in C1(=CC=CC=C1)C (toluene). Conditions: temperature 50 celsius, time 1 hour. Yields the product C1(CCC(CC1)=O)C1CCC(CC1)=O (4,4′-bicyclohexanedione). The yield is 65.9%. As a reaction SMILES: [C:1]1([C:8]2[CH:13]=[CH:12][C:11]([OH:14])=[CH:10][CH:9]=2)[CH:6]=[CH:5][C:4]([OH:7])=[CH:3][CH:2]=1>C1(C)C=CC=CC=1.[Pd]>[CH:8]1([CH:1]2[CH2:2][CH2:3][C:4](=[O:7])[CH2:5][CH2:6]2)[CH2:13][CH2:12][C:11](=[O:14])[CH2:10][CH2:9]1. Reported procedure: A suspension of 50 g of 4,4′-biphenyldiol in 500 ml of toluene is hydrogenated at 5 bar and 125° C. in the presence of palladium on activated carbon. The reaction mixture is filtered and freed from water by azeotropic distillation. It is then treated with 29 g of pyridine sulfone and stirred at 50° C. for 1 hour. After filtration using basic alumina and removal of the solvent, 34.4 g (66% yield) of 4,4′-bicyclohexanedione remain as colourless crystals having a purity of 99.0% (GC). Starting materials: FC(C(=O)O)(F)F (Trifluoroacetic acid), C(C)(C)(C)OC(=O)N1CC=2C(=NN3C(C2CC1)=NN=C3C3=CC=CC=C3)OCC3=NC=CC=C3 (3-phenyl-5-(pyridin-2-ylmethoxy)-8,9-dihydro-6H-1,2,3a,4,7-pentaazacyclopenta[α]-naphthalene-7-carboxylic acid tert-butyl ester). Solvent: ClCCl (dichloromethane). Product: C1(=CC=CC=C1)C1=NN=C2N1N=C(C=1CNCCC21)OCC2=NC=CC=C2 (3-Phenyl-5-(pyridin-2-ylmethoxy)-6,7,8,9-tetrahydro-1,2,3a,4,7-pentaazacyclopenta[α]naphthalene). Yield: 96.2%. Reaction SMILES: FC(F)(F)C(O)=O.C(OC([N:15]1[CH2:24][CH2:23][C:22]2[C:21]3=[N:25][N:26]=[C:27]([C:28]4[CH:33]=[CH:32][CH:31]=[CH:30][CH:29]=4)[N:20]3[N:19]=[C:18]([O:34][CH2:35][C:36]3[CH:41]=[CH:40][CH:39]=[CH:38][N:37]=3)[C:17]=2[CH2:16]1)=O)(C)(C)C>ClCCl>[C:28]1([C:27]2[N:20]3[N:19]=[C:18]([O:34][CH2:35][C:36]4[CH:41]=[CH:40][CH:39]=[CH:38][N:37]=4)[C:17]4[CH2:16][NH:15][CH2:24][CH2:23][C:22]=4[C:21]3=[N:25][N:26]=2)[CH:29]=[CH:30][CH:31]=[CH:32][CH:33]=1. Reported procedure: Trifluoroacetic acid (3 ml) was added to a solution of 3-phenyl-5-(pyridin-2-ylmethoxy)-8,9-dihydro-6H-1,2,3a,4,7-pentaazacyclopenta[α]-naphthalene-7-carboxylic acid tert-butyl ester (217 mg, 0.47 mmol) in dry dichloromethane (3 ml) at 0° C. under nitrogen. After 1 hour the volatiles were removed in vacuo and the residue was partitioned between dichloromethane and saturated aqueous potassium carbonate. The aqueous was further extracted with dichloromethane (×2). The combined extracts were dried ... Starting materials: NC1CCN(CC1)CCN1C(COC2=C1C=C(C=C2)C#N)=O (4-[2-(4-aminopiperidin-1-yl)ethyl]-3-oxo-3,4-dihydro-2H-1,4-benzoxazine-6-carbonitrile), FC(C(=O)O)(F)F.NC1CCN(CC1)CCN1C(COC2=C1C=C(C=C2)C#N)=O (4-[2-(4-Aminopiperidin-1-yl)ethyl]-3-oxo-3,4-dihydro-2H-1,4-benzoxazine-6-carbonitrile trifluoroacetate), FC1=C(C=C(C=C1)F)C1C(C1)C=O (2-(2,5-difluorophenyl)cyclopropanecarbaldehyde), FC1=C(C=C(C=C1)F)C1C(C1)C=O (2-(2,5-difluorophenyl)cyclopropanecarbaldehyde), C(#N)[BH3-].[Na+] (sodium cyanoborohydride). Product: FC1=C(C=C(C=C1)F)C1C(C1)CNC1CCN(CC1)CCN1C(COC2=C1C=C(C=C2)C#N)=O (4-{2-[4-({[2-(2,5-Difluorophenyl)cyclopropyl]methyl}amino)piperidin-1-yl]ethyl}-3-oxo-3,4-dihydro-2H-1,4-benzoxazine-6-carbonitrile). Isolated yield 42.0%. Reaction SMILES: [NH2:1][CH:2]1[CH2:7][CH2:6][N:5]([CH2:8][CH2:9][N:10]2[C:15]3[CH:16]=[C:17]([C:20]#[N:21])[CH:18]=[CH:19][C:14]=3[O:13][CH2:12][C:11]2=[O:22])[CH2:4][CH2:3]1.FC(F)(F)C(O)=O.NC1CCN(CCN2C3C=C(C#N)C=CC=3OCC2=O)CC1.[F:52][C:53]1[CH:58]=[CH:57][C:56]([F:59])=[CH:55][C:54]=1[CH:60]1[CH2:62][CH:61]1[CH:63]=O.C([BH3-])#N.[Na+]>>[F:52][C:53]1[CH:58]=[CH:57][C:56]([F:59])=[CH:55][C:54]=1[CH:60]1[CH2:62][CH:61]1[CH2:63][NH:1][CH:2]1[CH2:7][CH2:6][N:5]([CH2:8][CH2:9][N:10]2[C:15]3[CH:16]=[C:17]([C:20]#[N:21])[CH:18]=[CH:19][C:14]=3[O:13][CH2:12][C:11]2=[O:22])[CH2:4][CH2:3]1 |f:1.2,4.5|. Procedure: 4-[2-(4-Aminopiperidin-1-yl)ethyl]-3-oxo-3,4-dihydro-2H-1,4-benzoxazine-6-carbonitrile (Intermediate 58) (1 mmol), 2-(2,5-difluorophenyl)cyclopropanecarbaldehyde (Intermediate 68) (200 mg, 1.1 mmol) and sodium cyanoborohydride (125 mg, 2 mmol) were reacted as described under Example 21 to give 196 mg (42%) product as a gum. Reactants: ClC(Cl)Cl, Clc1cccc2c1C1(OCCO1)C1=NCCCN12, N, O=S(=O)(O)O. Yields the product O=C1C2=NCCCN2c2cccc(Cl)c21. Reaction SMILES: [CH:25]([Cl:26])([Cl:27])[Cl:28].[Cl:1][c:2]1[c:3]2[c:4]([cH:5][cH:6][cH:7]1)[N:8]1[C:9](=[N:10][CH2:11][CH2:12][CH2:13]1)[C:14]21[O:15][CH2:18][CH2:17][O:16]1.[NH3:24].[S:19](=[O:20])(=[O:21])([OH:22])[OH:23]>>[Cl:1][c:2]1[c:3]2[c:4]([cH:5][cH:6][cH:7]1)[N:8]1[C:9](=[N:10][CH2:11][CH2:12][CH2:13]1)[C:14]2=[O:15]. Reactants: BrC1=NC=2N(C=C1)C1=C(N2)C=CC=C1 (2-bromobenzo[4,5]imidazo[1,2-a]pyrimidine), C(#N)C1=C(C=C(C=C1)B(O)O)F ((4-cyano-3-fluorophenyl)boronic acid). Yields the product N=1C=2N(C=CC1C1=CC(=C(C#N)C=C1)F)C1=C(N2)C=CC=C1 (4-(Benzo[4,5]imidazo[1,2-a]pyrimidin-2-yl)-2-fluorobenzonitrile). Yield: 35.0%. Reaction SMILES: Br[C:2]1[CH:7]=[CH:6][N:5]2[C:8]3[CH:14]=[CH:13][CH:12]=[CH:11][C:9]=3[N:10]=[C:4]2[N:3]=1.[C:15]([C:17]1[CH:22]=[CH:21][C:20](B(O)O)=[CH:19][C:18]=1[F:26])#[N:16]>>[N:3]1[C:4]2[N:5]([C:8]3[CH:14]=[CH:13][CH:12]=[CH:11][C:9]=3[N:10]=2)[CH:6]=[CH:7][C:2]=1[C:20]1[CH:21]=[CH:22][C:17]([C:15]#[N:16])=[C:18]([F:26])[CH:19]=1. Procedure details: The title compound was prepared using General Experimental Procedure A (Suzuki coupling reaction) from 2-bromobenzo[4,5]imidazo[1,2-a]pyrimidine and (4-cyano-3-fluorophenyl)boronic acid on a 0.1 mmol scale. The residue was washed with water (3×5 mL), EtOAc (3×2 mL), and DCM (3×2 mL) and dried under high vacuum to afford 4-(Benzo[4,5]imidazo[1,2-a]pyrimidin-2-yl)-2-fluorobenzonitrile (T747) as a orange solid (10 mg, 35%). 1H NMR (400 MHz, DMSO-d6): δ 9.74 (d, J=6.8 Hz, 1H), 8.46 (d, J=10.8 Hz, 1H... Starting materials: COC1=CC=C(C=C1)C1=NC=2C(=NC=CC2)N1CC(=O)O (2-(4-methoxyphenyl)-3H-imidazo[4,5-b]pyridine-3-acetic acid), C(=O)(N1C=NC=C1)N1C=NC=C1 (1,1'-carbonyldiimidazole), C(CC)NCCC (dipropylamine). Solvent: O1CCCC1 (tetrahydrofuran). Conditions: time 3 hour. Yields the product COC1=CC=C(C=C1)C1=NC=2C(=NC=CC2)N1CC(=O)N(CCC)CCC (2-(4-Methoxyphenyl)-N,N-dipropyl-3H-imidazo[4,5-b]pyridine-3-acetamide). The yield is 32.7%. As a reaction SMILES: [CH3:1][O:2][C:3]1[CH:8]=[CH:7][C:6]([C:9]2[N:17]([CH2:18][C:19]([OH:21])=O)[C:12]3=[N:13][CH:14]=[CH:15][CH:16]=[C:11]3[N:10]=2)=[CH:5][CH:4]=1.C(N1C=CN=C1)(N1C=CN=C1)=O.[CH2:34]([NH:37][CH2:38][CH2:39][CH3:40])[CH2:35][CH3:36]>O1CCCC1>[CH3:1][O:2][C:3]1[CH:4]=[CH:5][C:6]([C:9]2[N:17]([CH2:18][C:19]([N:37]([CH2:38][CH2:39][CH3:40])[CH2:34][CH2:35][CH3:36])=[O:21])[C:12]3=[N:13][CH:14]=[CH:15][CH:16]=[C:11]3[N:10]=2)=[CH:7][CH:8]=1. Reported procedure: Under nitrogen bubbling, a mixture of 2-(4-methoxyphenyl)-3H-imidazo[4,5-b]pyridine-3-acetic acid (4.2 g, 0.015 mole) and 1,1'-carbonyldiimidazole (2.43 g, 0.015 mole) in 120 ml of tetrahydrofuran was stirred at room temperature for 3 hrs. The dipropylamine (3.04 g, 0.03 mole) was added and the reaction mixture was allowed to stir at room temperature overnight, then heated at reflux for 8 hrs. The reaction mixture was filtered and the filtrate was evaporated to dryness, then placed under high va... Reaction SMILES: [O:1]=[CH:2][C@@H:3]([C@@H:5]([C@H:7]([C@H:9]([CH3:11])[OH:10])[OH:8])[OH:6])[OH:4].C[C@@H]1O[C@@H]([O:19][C@H:20]2[C@H:25]([O:26][C:27]3[CH:28]=[C:29]([OH:45])[C:30]4[C:36](=[O:37])[CH2:35][C@@H:34]([C:38]5[CH:39]=[CH:40][C:41]([OH:44])=[CH:42][CH:43]=5)[O:33][C:31]=4[CH:32]=3)[O:24][C@H:23]([CH2:46][OH:47])[C@@H:22]([OH:48])[C@@H:21]2[OH:49])[C@H](O)[C@H](O)[C@H]1O.S(=O)(=O)(O)O>>[O:26]=[CH:25][C@@H:20]([C@H:21]([C@@H:22]([C@@H:23]([CH2:46][OH:47])[OH:24])[OH:48])[OH:49])[OH:19].[O:1]=[CH:2][C@@H:3]([C@@H:5]([C@H:7]([C@H:9]([CH3:11])[OH:10])[OH:8])[OH:6])[OH:4].[CH:43]1[C:38]([C@H:34]2[O:33][C:31]3[CH:32]=[C:27]([OH:26])[CH:28]=[C:29]([OH:45])[C:30]=3[C:36](=[O:37])[CH2:35]2)=[CH:39][CH:40]=[C:41]([OH:44])[CH:42]=1. Starting materials: C[C@H]1[C@@H]([C@H]([C@H]([C@@H](O1)O[C@@H]2[C@H]([C@@H]([C@H](O[C@H]2OC=3C=C(C4=C(C3)O[C@@H](CC4=O)C=5C=CC(=CC5)O)O)CO)O)O)O)O)O (naringin), O=C[C@H](O)[C@H](O)[C@@H](O)[C@@H](O)C (Rhamnose), C[C@H]1[C@@H]([C@H]([C@H]([C@@H](O1)O[C@@H]2[C@H]([C@@H]([C@H](O[C@H]2OC=3C=C(C4=C(C3)O[C@@H](CC4=O)C=5C=CC(=CC5)O)O)CO)O)O)O)O)O (Naringin), S(O)(O)(=O)=O (sulphuric acid). Reported procedure: Illustrative of a process for obtaining L-rhamnose from naringin is described by G. N. Pulley, et al., "Preparation of Rhamnose from Naringin", J. Amer. Chem. Soc., 61, p. 175 (1939), in which naringin is hydrolyzed by refluxing it with sulphuric acid (~3.7%). Glucose, L-rhamnose, naringenin and other reaction products are formed by the reaction. The reaction medium is cooled and naringenin, which is semi-solid, is separated from the cooled reaction medium. The remaining filtrate then is neutral... Yields the product O=C[C@H](O)[C@@H](O)[C@H](O)[C@H](O)CO (Glucose), O=C[C@H](O)[C@H](O)[C@@H](O)[C@@H](O)C (L-rhamnose), C1=CC(=CC=C1[C@@H]2CC(=O)C=3C(=CC(=CC3O2)O)O)O (naringenin). Starting materials: CC(=O)O, NC1CCC(C(c2ccccc2)c2ccccc2)OC1, Fc1ccc(CNC2CCOC(C(c3ccccc3)c3ccccc3)C2)cc1, ClCCCl, O=Cc1ccc(F)c(F)c1. Product: Fc1ccc(CNC2CCC(C(c3ccccc3)c3ccccc3)OC2)cc1F. As a reaction SMILES: [CH3:31][C:32](=[O:33])[OH:34].[CH:1]([c:2]1[cH:3][cH:4][cH:5][cH:6][cH:7]1)([c:8]1[cH:9][cH:10][cH:11][cH:12][cH:13]1)[CH:14]1[CH2:15][CH2:16][CH:17]([NH2:20])[CH2:18][O:19]1.[CH:39]([CH:40]1[CH2:41][CH:42]([NH:43][CH2:44][c:45]2[cH:46][cH:47][c:48]([F:49])[cH:50][cH:51]2)[CH2:52][CH2:53][O:54]1)([c:55]1[cH:56][cH:57][cH:58][cH:59][cH:60]1)[c:61]1[cH:62][cH:63][cH:64][cH:65][cH:66]1.[Cl:35][CH2:36][CH2:37][Cl:38].[F:21][c:22]1[cH:23][c:24]([CH:25]=[O:26])[cH:27][cH:28][c:29]1[F:30]>>[CH:1]([c:2]1[cH:3][cH:4][cH:5][cH:6][cH:7]1)([c:8]1[cH:9][cH:10][cH:11][cH:12][cH:13]1)[CH:14]1[CH2:15][CH2:16][CH:17]([NH:20][CH2:25][c:24]2[cH:23][c:22]([F:21])[c:29]([F:30])[cH:28][cH:27]2)[CH2:18][O:19]1.